Dataset: the Open Reaction Database (ORD), a public repository of structured organic reaction records. Task: describe an organic reaction: reactants, conditions, products, and yield The reactants are C1=CN(C=N1)C(=O)N2C=CN=C2 (CDI), ClC1=CC=C(CN(CCC(=O)O)C(=O)C2(N(CC2)C(CC2=CC(=CC(=C2)C)C)=O)C)C=C1 (3-((4-chloro-benzyl)-{1-[2-(3,5-dimethyl-phenyl)-acetyl]-2-methyl-azetidine-2-carbonyl}-amino)-propionic acid), compound 65, [Mg+2].[Cl-].[Cl-] (MgCl2), C(CC(=O)O)(=O)O.C(C)[K] (ethyl potassium malonate). The solvent is C1CCOC1 (THF). Reaction conditions: temperature 20 celsius, time 4 hour. Yields the product C(C)OC(CC(CCN(C(=O)C1(N(CC1)C(CC1=CC(=CC(=C1)C)C)=O)C)CC1=CC=C(C=C1)Cl)=O)=O (5-((4-chloro-benzyl)-{1-[2-(3,5-dimethyl-phenyl)-acetyl]-2-methyl-azetidine-2-carbonyl}-amino)-3-oxo-pentanoic acid ethyl ester). As a reaction SMILES: [CH:1]1N=CN(C(N2C=NC=C2)=O)[CH:2]=1.[Cl:13][C:14]1[CH:44]=[CH:43][C:17]([CH2:18][N:19]([C:25]([C:27]2([CH3:42])[CH2:30][CH2:29][N:28]2[C:31](=[O:41])[CH2:32][C:33]2[CH:38]=[C:37]([CH3:39])[CH:36]=[C:35]([CH3:40])[CH:34]=2)=[O:26])[CH2:20][CH2:21]C(O)=O)=[CH:16][CH:15]=1.[Mg+2].[Cl-].[Cl-].[C:48]([OH:54])(=O)[CH2:49][C:50]([OH:52])=[O:51].C([K])C>C1COCC1>[CH2:1]([O:52][C:50](=[O:51])[CH2:49][C:48](=[O:54])[CH2:21][CH2:20][N:19]([CH2:18][C:17]1[CH:16]=[CH:15][C:14]([Cl:13])=[CH:44][CH:43]=1)[C:25]([C:27]1([CH3:42])[CH2:30][CH2:29][N:28]1[C:31](=[O:41])[CH2:32][C:33]1[CH:38]=[C:37]([CH3:39])[CH:36]=[C:35]([CH3:40])[CH:34]=1)=[O:26])[CH3:2] |f:2.3.4,5.6|. Reported procedure: To a solution of CDI (4 eq) in THF was added 3-((4-chloro-benzyl)-{1-[2-(3,5-dimethyl-phenyl)-acetyl]-2-methyl-azetidine-2-carbonyl}-amino)-propionic acid, compound 65 (1 eq.), the mixture was stirred for 4 h at 20° C., then MgCl2 (4 eq.) and ethyl potassium malonate (5 eq.) were added. The reaction was stirred for 15 h at 20° C. The crude was concentrated under reduced pressure then partitioned between water and EtOAc. The layers were separated and the organic layer was dried over MgSO4, filter... Starting materials: C(C)OC=1C=C(C(=O)O)C=CC1OCC (3,4-diethoxybenzoic acid), CCN=C=NCCCN(C)C (EDCI), C=1C=CC2=C(C1)N=NN2O (HOBt), CN(C)C=O (DMF), N-hydroxyimidamide. Reaction conditions: time 20 minute. Yields the product C(C)OC=1C=C(C=CC1OCC)C1=NC(=NO1)C1=C2C(=NC=C1)NC=C2 (5-(3,4-diethoxyphenyl)-3-(1H-pyrrolo[2,3-b]pyridin-4-yl)-1,2,4-oxadiazole). As a reaction SMILES: [CH2:1]([O:3][C:4]1[CH:5]=[C:6]([CH:10]=[CH:11][C:12]=1[O:13][CH2:14][CH3:15])[C:7]([OH:9])=O)[CH3:2].CC[N:18]=[C:19]=[N:20]CCCN(C)C.[CH:27]1[CH:28]=[CH:29][C:30]2[N:35](O)N=[N:33][C:31]=2[CH:32]=1.[CH3:37]N(C=O)C>>[CH2:1]([O:3][C:4]1[CH:5]=[C:6]([C:7]2[O:9][N:20]=[C:19]([C:28]3[CH:29]=[CH:30][N:35]=[C:37]4[NH:33][CH:31]=[CH:32][C:27]=34)[N:18]=2)[CH:10]=[CH:11][C:12]=1[O:13][CH2:14][CH3:15])[CH3:2]. Procedure details: To a stirred solution of 3,4-diethoxybenzoic acid (50 mg, 0.24 mmol) in DMF was added EDCI (59 mg, 0.31 mmol) and HOBt (41 mg, 0.31 mmol), the reaction was stirred 20 min at room temperature. To the reaction was added the N-hydroxyimidamide (54 mg, 0.31 mmol) and the mixture was stirred for 30 min at room temperature followed by 16 h at 95° C. The reaction was concentrated under reduced pressure, diluted with EtOAc (80 ml) and washed with a saturated solution of NaHCO3 (2×30 ml) and brine (50 ml... The reactants are C(C)OC=1C=C(C=CC1OC)C(CS(=O)(=O)C)=O (1-(3-ethoxy-4-methoxyphenyl)-2-(methylsulfonyl)ethanone), [H][H] (hydrogen), CC(C)(C)[O-].[K+] (t-BuOK), CC(C)(C)O (2-methyl-2-propanol). Reagents/catalysts: CC1=CC=C(C=C1)C(C)C.CC1=CC=C(C=C1)S(=O)(=O)[N-][C@@H](C2=CC=CC=C2)[C@H](C3=CC=CC=C3)N.Cl[Ru+] (RuCl(p-cymene)[(S,S)-Ts-DPEN]). Run in CC(C)O (2-propanol). Conditions: time 1 hour. Product: C(C)OC=1C=C(C=CC1OC)[C@H](CS(=O)(=O)C)O ((R)-1-(3-ethoxy-4-methoxyphenyl)-2-(methylsulfonyl)ethanol). The yield is 52.2%. RXN SMILES: CC([O-])(C)C.[K+].CC(O)(C)C.[CH2:12]([O:14][C:15]1[CH:16]=[C:17]([C:23](=[O:29])[CH2:24][S:25]([CH3:28])(=[O:27])=[O:26])[CH:18]=[CH:19][C:20]=1[O:21][CH3:22])[CH3:13].[H][H]>CC1C=CC(C(C)C)=CC=1.CC1C=CC(S([N-][C@H]([C@@H](N)C2C=CC=CC=2)C2C=CC=CC=2)(=O)=O)=CC=1.Cl[Ru+].CC(O)C>[CH2:12]([O:14][C:15]1[CH:16]=[C:17]([C@@H:23]([OH:29])[CH2:24][S:25]([CH3:28])(=[O:27])=[O:26])[CH:18]=[CH:19][C:20]=1[O:21][CH3:22])[CH3:13] |f:0.1,5.6.7|. Procedure: A 1.0M t-BuOK solution in 2-methyl-2-propanol (0.220 mL, 0.220 mmol) was diluted into 2-propanol (12 mL). To the resulting solution was added RuCl(p-cymene)[(S,S)-Ts-DPEN] (28 mg, 0.044 mmol) and 1-(3-ethoxy-4-methoxyphenyl)-2-(methylsulfonyl)ethanone (1.2 g, 4.4 mmol). The mixture was hydrogenated at 50° C. under 450 psig hydrogen gas for 16 h. Then, the mixture was evaporated. The residue was dissolved in CH2Cl2 (50 mL), and this solution was washed with 1N NaOH (2×50 mL), water (50 mL) and br... The reactants are ClC1=CC2=C(C(=N1)SC)N(C=N2)C (6-chloro-3-methyl-4-(methylthio)-3H-imidazo[4,5-c]pyridine), C1=CC(=CC(=C1)Cl)C(=O)OO (mCPBA), [O-]S(=O)(=S)[O-].[Na+].[Na+] (Na2S2O3), C1=CC(=CC(=C1)Cl)C(=O)OO (mCPBA). The solvent is ClCCl (dichloromethane). Reaction conditions: time 80 minute. Yields the product ClC1=CC2=C(C(=N1)S(=O)(=O)C)N(C=N2)C (6-chloro-3-methyl-4-(methylsulfonyl)-3H-imidazo[4,5-c]pyridine). Reaction SMILES: [Cl:1][C:2]1[N:7]=[C:6](SC)[C:5]2[N:10]([CH3:13])[CH:11]=[N:12][C:4]=2[CH:3]=1.[CH:14]1C=C(Cl)C=C(C(OO)=O)C=1.[O-:25][S:26]([O-:29])(=S)=O.[Na+].[Na+]>ClCCl>[Cl:1][C:2]1[N:7]=[C:6]([S:26]([CH3:14])(=[O:29])=[O:25])[C:5]2[N:10]([CH3:13])[CH:11]=[N:12][C:4]=2[CH:3]=1 |f:2.3.4|. Procedure details: To a solution of 6-chloro-3-methyl-4-(methylthio)-3H-imidazo[4,5-c]pyridine 2.02 (450 mg, 2.11 mmol) in dichloromethane (16 mL) at 0° C., was added mCPBA (≦77%, 972 mg, 4.34 mmol) and mixture was warmed to room temperature. After 80 minutes, an additional 200 mg of mCPBA was added. After an additional twenty minutes, a solution of 50% saturated Na2S2O3 (aq) (20 mL) was added and reaction mixture stirred at room temperature for fifteen minutes. Layers were separated and aqueous was extracted with... Solvent: CN(C=O)C (N,N-dimethylformamide), O (water). Yields the product COC1=CC=C(C(=N1)N)[N+](=O)[O-] (6-Methoxy-3-nitro-2-pyridineamine). Reported procedure: A solution of 2-chloro-6-methoxy-3-nitropyridine (25.3 g, 0.134 mol) and a concentrated aqueous ammonia solution (70 ml) in N,N-dimethylformamide (200 ml) was stirred at 70° C. for 4 hours and 15 minutes. The reaction mixture was cooled to room temperature and then diluted with water. The resulted precipitate was collected by filtration to yield the title compound (16.8 g, 99.2 mmol, 74.0%) as a yellow solid. The yield is 74.0%. Reaction SMILES: Cl[C:2]1[C:7]([N+:8]([O-:10])=[O:9])=[CH:6][CH:5]=[C:4]([O:11][CH3:12])[N:3]=1.[NH3:13]>CN(C)C=O.O>[CH3:12][O:11][C:4]1[N:3]=[C:2]([NH2:13])[C:7]([N+:8]([O-:10])=[O:9])=[CH:6][CH:5]=1. Starting materials: ClC1=NC(=CC=C1[N+](=O)[O-])OC (2-chloro-6-methoxy-3-nitropyridine), N (ammonia). The reactants are ClC1=CC=C(C=C1)N1N=C(C(=C1)C(O)C1CCCCC1)C ([1-(4-chlorophenyl)-3-methyl-1H-pyrazol-4-yl](cyclohexyl)methanol), NC1=CC=C(C=C1)C(=O)NCCC(=O)OCC (ethyl 3-{[(4-aminophenyl)carbonyl]amino}propanoate). The product is ClC1=CC=C(C=C1)N1N=C(C(=C1)C(C1CCCCC1)NC1=CC=C(C=C1)C(=O)NCCC(=O)O)C (3-({[4-({[1-(4-chlorophenyl)-3-methyl-1H-pyrazol-4-yl](cyclohexyl)methyl}amino)phenyl]carbonyl}amino)propanoic acid). The yield is 57.3%. As a reaction SMILES: [Cl:1][C:2]1[CH:7]=[CH:6][C:5]([N:8]2[CH:12]=[C:11]([CH:13]([CH:15]3[CH2:20][CH2:19][CH2:18][CH2:17][CH2:16]3)O)[C:10]([CH3:21])=[N:9]2)=[CH:4][CH:3]=1.[NH2:22][C:23]1[CH:28]=[CH:27][C:26]([C:29]([NH:31][CH2:32][CH2:33][C:34]([O:36]CC)=[O:35])=[O:30])=[CH:25][CH:24]=1>>[Cl:1][C:2]1[CH:7]=[CH:6][C:5]([N:8]2[CH:12]=[C:11]([CH:13]([NH:22][C:23]3[CH:24]=[CH:25][C:26]([C:29]([NH:31][CH2:32][CH2:33][C:34]([OH:36])=[O:35])=[O:30])=[CH:27][CH:28]=3)[CH:15]3[CH2:20][CH2:19][CH2:18][CH2:17][CH2:16]3)[C:10]([CH3:21])=[N:9]2)=[CH:4][CH:3]=1. Procedure details: Using [1-(4-chlorophenyl)-3-methyl-1H-pyrazol-4-yl](cyclohexyl)methanol (0.46 g) synthesized above and ethyl 3-{[(4-aminophenyl)carbonyl]amino}propanoate (0.35 g) synthesized in Example 1(2) and in the same manner as in Example 1(7), the title object compound (0.42 g, 57%) was obtained as a white solid. Reactants: FC([C@H](C(=O)C#N)O)(F)F ((S)-3,3,3-trifluoro-2-hydroxypropanoyl cyanide), Cl (HCl), [OH-].[Na+] (NaOH), OO (H2O2). Yields the product FC([C@H](C(=O)O)O)(F)F ((S)-3,3,3-trifluoro-2-hydroxypropanoic acid). Procedure details: To a flask charged with (S)-3,3,3-trifluoro-2-hydroxypropanoyl cyanide (139 mg, 1 mmol) was added 3 N NaOH (6 mL) and 30% H2O2 (2.25 mL). The reaction mixture was heated at 65° C. for 1 h, then at 100° C. for a further 1 h. The reaction mixture was allowed to cooled to room temperature over 1 hr, then cool to 0° C. and the solution acidified with 6 N HCl (3 mL). The aqueous portion was extracted with ether (4×10 mL). The combined organic portions were dried over MgSO4, filtered and concentrated ... The yield is 90.0%. As a reaction SMILES: [F:1][C:2]([F:10])([F:9])[C@@H:3]([OH:8])[C:4](C#N)=[O:5].[OH-:11].[Na+].OO.Cl>>[F:1][C:2]([F:10])([F:9])[C@@H:3]([OH:8])[C:4]([OH:11])=[O:5] |f:1.2|. Reaction conditions: temperature 65 celsius, time 1 hour.